This data is from the Open Reaction Database (ORD), a public repository of structured organic reaction records. The task is: describe an organic reaction: reactants, conditions, products, and yield Reactants: C(CCCCCCCCCCCCC)(=O)O (Myristic acid), NC1=CC=CC=C1 (aniline). The solvent is C=1(C(=CC=CC1)C)C (xylene), denatured alcohol. Run at temperature 140 celsius, time 8 hour. Product: C(CCCCCCCCCCCCC)(=O)NC1=CC=CC=C1 (Myristanilide). As a reaction SMILES: [C:1]([OH:16])(=O)[CH2:2][CH2:3][CH2:4][CH2:5][CH2:6][CH2:7][CH2:8][CH2:9][CH2:10][CH2:11][CH2:12][CH2:13][CH3:14].[NH2:17][C:18]1[CH:23]=[CH:22][CH:21]=[CH:20][CH:19]=1>C1(C)C(C)=CC=CC=1>[C:1]([NH:17][C:18]1[CH:23]=[CH:22][CH:21]=[CH:20][CH:19]=1)(=[O:16])[CH2:2][CH2:3][CH2:4][CH2:5][CH2:6][CH2:7][CH2:8][CH2:9][CH2:10][CH2:11][CH2:12][CH2:13][CH3:14]. Procedure: A three liter flask equipped with a stirrer, theremometer, nitrogen inlet, Barrett trap and condenser was used. Myristic acid (commercially available from Emery Chemicals, 97 percent purity, 685 grams, 3.0 moles), aniline (300 ml., 3.2 moles) and 120 ml xylene were charged to the flask. The mixture was stirred and heated for approximately 61/2 hours at a temperature of from about 170° C.-220° C. The reaction was conducted in a nitrogen atmosphere. The reaction mixture was then cooled to 140° C. ... Reactants: BrCC=CC(C(C(=O)OCC)C)(C)C (ethyl 6-bromo-2,3,3-trimethyl-4-hexenoate), CC(C)([O-])C.[K+] (potassium t-butoxide), ice water, CC(C)([O-])C.[K+] (potassium t-butoxide). Solvent: O1CCCC1 (tetrahydrofuran), O1CCCC1 (tetrahydrofuran). Product: CC1(C(C1(C)C)C=C)C(=O)OCC (ethyl 1,3,3-trimethyl-2-vinylcyclopropanecarboxylate). The yield is 54.9%. RXN SMILES: Br[CH2:2][CH:3]=[CH:4][C:5]([CH3:14])([CH3:13])[CH:6]([CH3:12])[C:7]([O:9][CH2:10][CH3:11])=[O:8].CC(C)([O-])C.[K+]>O1CCCC1>[CH3:12][C:6]1([C:7]([O:9][CH2:10][CH3:11])=[O:8])[C:5]([CH3:14])([CH3:13])[CH:4]1[CH:3]=[CH2:2] |f:1.2|. Procedure: A solution of 526 mg (2 mmoles) of ethyl 6-bromo-2,3,3-trimethyl-4-hexenoate in 2 ml of anhydrous tetrahydrofuran was added dropwise to a suspension of 224 mg (2 mmoles) of potassium t-butoxide in 10 ml of tetrahydrofuran. The mixture was heated under reflux for two hours and then allowed to cool to room temperature. An additional 116 mg (1 mmole) of potassium t-butoxide was added, and the mixture again heated under reflux for two hours. The reaction mixture was poured into ice water, and the aq... The reactants are Cc1ccc(S(=O)(=O)n2cnc(CCNCc3ncc(C)cc3C)c2)cc1, ClCCl, CC(C)(c1ccc(F)cc1)c1cccnc1C=O. The product is Cc1ccc(S(=O)(=O)n2cnc(CCN(Cc3ncc(C)cc3C)Cc3ncccc3C(C)(C)c3ccc(F)cc3)c2)cc1. RXN SMILES: [CH3:1][c:2]1[c:3]([CH2:9][NH:10][CH2:11][CH2:12][c:13]2[n:14][cH:15][n:16]([S:18](=[O:19])(=[O:20])[c:21]3[cH:22][cH:23][c:24]([CH3:27])[cH:25][cH:26]3)[cH:17]2)[n:4][cH:5][c:6]([CH3:8])[cH:7]1.[Cl:46][CH2:47][Cl:48].[F:28][c:29]1[cH:30][cH:31][c:32]([C:35]([CH3:36])([CH3:37])[c:38]2[c:39]([CH:44]=[O:45])[n:40][cH:41][cH:42][cH:43]2)[cH:33][cH:34]1>>[CH3:1][c:2]1[c:3]([CH2:9][N:10]([CH2:11][CH2:12][c:13]2[n:14][cH:15][n:16]([S:18](=[O:19])(=[O:20])[c:21]3[cH:22][cH:23][c:24]([CH3:27])[cH:25][cH:26]3)[cH:17]2)[CH2:44][c:39]2[c:38]([C:35]([c:32]3[cH:31][cH:30][c:29]([F:28])[cH:34][cH:33]3)([CH3:36])[CH3:37])[cH:43][cH:42][cH:41][n:40]2)[n:4][cH:5][c:6]([CH3:8])[cH:7]1. The reactants are C(#N)C=1C=C(C=C(C1)F)C(C(C)(NC(C(C)(C)OC1=NC=C(C=C1)C(F)(F)F)=O)C1=CC=C(C=C1)Cl)C (N-[2-(3-cyano-5-fluorophenyl)-(4-chlorophenyl)-1-methylpropyl]-2-(5-trifluoromethyl-2-pyridyloxy)-2-methylpropanamide), C(C)(C)(C)P(C(C)(C)C)C(C)(C)C (tri(tert-butyl)phosphine). The reagents and catalysts are [Pd].[Pd].C(C1=CC=CC=C1)=CC(=O)C=CC1=CC=CC=C1.C(C1=CC=CC=C1)=CC(=O)C=CC1=CC=CC=C1.C(C1=CC=CC=C1)=CC(=O)C=CC1=CC=CC=C1 (tris(dibenzylideneacetone) dipalladium). Yields the product FC(C=1C=CC(=NC1)OC(C(=O)N)(C)C)(F)F (2-(5-trifluoromethyl-2-pyridyloxy)-2-methylpropanamide). Reaction SMILES: C(C1C=C(C(C)C(C2C=CC(Cl)=CC=2)([NH:13][C:14](=[O:29])[C:15]([O:18][C:19]2[CH:24]=[CH:23][C:22]([C:25]([F:28])([F:27])[F:26])=[CH:21][N:20]=2)([CH3:17])[CH3:16])C)C=C(F)C=1)#N.C(P(C(C)(C)C)C(C)(C)C)(C)(C)C>[Pd].[Pd].C(=CC(C=CC1C=CC=CC=1)=O)C1C=CC=CC=1.C(=CC(C=CC1C=CC=CC=1)=O)C1C=CC=CC=1.C(=CC(C=CC1C=CC=CC=1)=O)C1C=CC=CC=1>[F:28][C:25]([F:26])([F:27])[C:22]1[CH:23]=[CH:24][C:19]([O:18][C:15]([CH3:16])([CH3:17])[C:14]([NH2:13])=[O:29])=[N:20][CH:21]=1 |f:2.3.4.5.6|. Procedure: N-[2-(3-Cyano-5-fluorophenyl)-4-hydroxyphenyl)-1-methylpropyl]-2-(5-trifluoromethyl-2-pyridyloxy)-2-methylpropanamide was prepared from N-[2-(3-cyano-5-fluorophenyl)-(4-chlorophenyl)-1-methylpropyl]-2-(5-trifluoromethyl-2-pyridyloxy)-2-methylpropanamide (Step A, slower eluting isomer) following the procedure described in Reference Example 8, Step B using tris(dibenzylideneacetone) dipalladium and tri(tert-butyl)phosphine as the catalyst. 1H NMR (500 MHz, CD3OD): δ 8.27 (d, 1H), 7.96 (br s, 1H), ... The reactants are NC=1C=C(CO)C=CC1Cl (3-amino-4-chloro-benzyl alcohol), OC1=CC(OC(=C1)C)=O (4-hydroxy-6-methyl-2-pyrone). Solvent: ClC1=C(C=CC=C1)Cl (1,2-dichlorobenzene). Reaction conditions: time 20 minute. Yields the product ClC1=C(C=C(C=C1)CO)N1C(C=C(C=C1C)O)=O (1-[2-chloro-5-(hydroxymethyl)phenyl]-4-hydroxy-6-methylpyridin-2(1H)-one). Yield: 26.0%. RXN SMILES: [NH2:1][C:2]1[CH:3]=[C:4]([CH:7]=[CH:8][C:9]=1[Cl:10])[CH2:5][OH:6].[OH:11][C:12]1[CH:17]=[C:16]([CH3:18])[O:15][C:14](=O)[CH:13]=1>ClC1C=CC=CC=1Cl>[Cl:10][C:9]1[CH:8]=[CH:7][C:4]([CH2:5][OH:6])=[CH:3][C:2]=1[N:1]1[C:16]([CH3:18])=[CH:17][C:12]([OH:11])=[CH:13][C:14]1=[O:15]. Procedure: 3-amino-4-chloro-benzyl alcohol (8.0 g, 51.0 mmol) and 4-hydroxy-6-methyl-2-pyrone (6.4 g, 51.0 mmol) were taken up in 1,2-dichlorobenzene (50 ml). The mixture was plunged into a 165° C. oil bath where it stirred for 20 minutes. The reaction was cooled to room temperature and the reaction was worked up by washing with saturated NaHCO3 (aq.) and extracting impurities with ethyl acetate. The product remained in the aqueous layer. The basic aqueous layer was made acidic with concentrated HCl. The p...